Dataset: the Open Reaction Database (ORD), a public repository of structured organic reaction records. Task: describe an organic reaction: reactants, conditions, products, and yield Starting materials: CC1=NC(=NO1)C1=CC=C(C=C1)N (4-(5-methyl-[1,2,4]oxadiazol-3-yl)phenylamine), COC=1C=C(C=O)C=C(C1OC)C(C)O[Si](C(C)C)(C(C)C)C(C)C (3,4-dimethoxy-5-(1-triisopropylsilanyloxyethyl)benzaldehyde), C[Si](C)(C)C#N (trimethylsilyl cyanide), C(F)(F)(F)S(=O)(=O)[O-].C(F)(F)(F)S(=O)(=O)[O-].C(F)(F)(F)S(=O)(=O)[O-].[Yb+3] (Yb(OTf)3). Solvent: ClCCl (dichloromethane). Conditions: time 2 day. Product: crude product, COC=1C=C(C=C(C1OC)C(C)O[Si](C(C)C)(C(C)C)C(C)C)C(C#N)NC1=CC=C(C=C1)C1=NOC(=N1)C ([3,4-dimethoxy-5-(1-triisopropylsilanyloxyethyl)phenyl][4-(5-methyl-[1,2,4]oxadiazol-3-yl)phenylamino]acetonitrile). RXN SMILES: [CH3:1][C:2]1[O:6][N:5]=[C:4]([C:7]2[CH:12]=[CH:11][C:10]([NH2:13])=[CH:9][CH:8]=2)[N:3]=1.[CH3:14][O:15][C:16]1[CH:17]=[C:18]([CH:21]=[C:22]([CH:26]([O:28][Si:29]([CH:36]([CH3:38])[CH3:37])([CH:33]([CH3:35])[CH3:34])[CH:30]([CH3:32])[CH3:31])[CH3:27])[C:23]=1[O:24][CH3:25])[CH:19]=O.C[Si]([C:43]#[N:44])(C)C.C(S([O-])(=O)=O)(F)(F)F.C(S([O-])(=O)=O)(F)(F)F.C(S([O-])(=O)=O)(F)(F)F.[Yb+3]>ClCCl>[CH3:14][O:15][C:16]1[CH:17]=[C:18]([CH:19]([NH:13][C:10]2[CH:11]=[CH:12][C:7]([C:4]3[N:3]=[C:2]([CH3:1])[O:6][N:5]=3)=[CH:8][CH:9]=2)[C:43]#[N:44])[CH:21]=[C:22]([CH:26]([O:28][Si:29]([CH:33]([CH3:35])[CH3:34])([CH:36]([CH3:38])[CH3:37])[CH:30]([CH3:32])[CH3:31])[CH3:27])[C:23]=1[O:24][CH3:25] |f:3.4.5.6|. Procedure: After adding 0.99 g of 4-(5-methyl-[1,2,4]oxadiazol-3-yl)phenylamine, 2.607 g of 3,4-dimethoxy-5-(1-triisopropylsilanyloxyethyl)benzaldehyde, 1.7 g of MS3A and 1.6 ml of trimethylsilyl cyanide to a solution of 350 mg of Yb(OTf)3 in 14 ml of dichloromethane under a nitrogen atmosphere, the mixture was stirred at room temperature for 2 days. The reaction mixture was filtered through celite, and the celite was washed with ethyl acetate. The organic layer was concentrated under reduced pressure to g... The reactants are CC(O)=S, ClC(Cl)(Cl)Cl, OC1CC2(CCS1)OCCO2, Cc1ccc(S(=O)(=O)O)cc1. Yields the product CC(=O)SC1CC2(CCS1)OCCO2. RXN SMILES: [C:12]([CH3:13])(=[S:14])[OH:15].[C:27]([Cl:28])([Cl:29])([Cl:30])[Cl:31].[O:1]1[CH2:2][CH2:3][O:4][C:5]12[CH2:6][CH:7]([OH:11])[S:8][CH2:9][CH2:10]2.[c:16]1([CH3:17])[cH:18][cH:19][c:20]([S:21]([OH:22])(=[O:23])=[O:24])[cH:25][cH:26]1>>[O:1]1[CH2:2][CH2:3][O:4][C:5]12[CH2:6][CH:7]([S:14][C:12]([CH3:13])=[O:15])[S:8][CH2:9][CH2:10]2. The reactants are NC1=NNC(=C1)O (3-amino-1H-pyrazol-5-ol), C1(C=2C(C(=O)O1)=CC=CC2)=O (phthalic acid anhydride), C(C)(=O)O (acetic acid). Solvent: C1CCOC1 (THF). Reaction conditions: temperature 0 celsius, time 4 day. The product is OC1=CC(=NN1)N1C(C2=CC=CC=C2C1=O)=O (2-(5-hydroxy-1H-pyrazol-3-yl)isoindoline-1,3-dione). RXN SMILES: [NH2:1][C:2]1[CH:6]=[C:5]([OH:7])[NH:4][N:3]=1.[C:8]1(=O)[O:13][C:11](=[O:12])[C:10]2=[CH:14][CH:15]=[CH:16][CH:17]=[C:9]12.C(O)(=O)C>C1COCC1>[OH:7][C:5]1[NH:4][N:3]=[C:2]([N:1]2[C:11](=[O:12])[C:10]3[C:9](=[CH:17][CH:16]=[CH:15][CH:14]=3)[C:8]2=[O:13])[CH:6]=1. Procedure: To a solution of 3-amino-1H-pyrazol-5-ol (10.00 g, 101 mmol) in THF (300 mL) at RT was added phthalic acid anhydride (14.9 g, 101 mmol) followed by acetic acid (69.3 ml, 1.21 mol). The mixture was heated to reflux. After 4 days, the mixture was concentrated in vacuo to afford a slurry that was cooled to 0° C. and filtered. The solid was rinsed with Et2O and dried in vacuo to afford 2-(5-hydroxy-1H-pyrazol-3-yl)isoindoline-1,3-dione as a yellow solid that was advanced without further purification... Starting materials: CC1([C@H](C[C@@H](CC1)OC=1C(=C2C=NNC2=CC1)C)N1C(C2=CC=CC=C2C1=O)=O)C (trans-2-{2,2-dimethyl-5-[(4-methyl-1H-indazol-5-yl)oxy]cyclohexyl}-1H-isoindole-1,3(2H)-dione). The solvent is CN.C(C)O (methylamine ethanol). The product is CC1([C@H](C[C@@H](CC1)OC=1C(=C2C=NNC2=CC1)C)N)C (trans-2,2-dimethyl-5-[(4-methyl-1H-indazol-5-yl)oxy]cyclohexanamine). Reaction SMILES: [CH3:1][C:2]1([CH3:30])[CH2:7][CH2:6][C@@H:5]([O:8][C:9]2[C:10]([CH3:18])=[C:11]3[C:15](=[CH:16][CH:17]=2)[NH:14][N:13]=[CH:12]3)[CH2:4][C@@H:3]1[N:19]1C(=O)C2C(=CC=CC=2)C1=O>CN.C(O)C>[CH3:1][C:2]1([CH3:30])[CH2:7][CH2:6][C@@H:5]([O:8][C:9]2[C:10]([CH3:18])=[C:11]3[C:15](=[CH:16][CH:17]=2)[NH:14][N:13]=[CH:12]3)[CH2:4][C@@H:3]1[NH2:19] |f:1.2|. Reported procedure: To trans-2-{2,2-dimethyl-5-[(4-methyl-1H-indazol-5-yl)oxy]cyclohexyl}-1H-isoindole-1,3(2H)-dione was added 30%-methylamine/ethanol (10 ml) at room temperature, and the resulting mixture was refluxed for 8 hours. The reaction solution was concentrated under reduced pressure at room temperature and the resulting residue was purified by a silica gel column chromatography (eluent: chloroform→chloroform/methanol/(1%-aqueous ammonia)=20/1) to obtain trans-2,2-dimethyl-5-[(4-methyl-1H-indazol-5-yl)oxy]...